From a dataset of the Open Reaction Database (ORD), a public repository of structured organic reaction records. describe an organic reaction: reactants, conditions, products, and yield Starting materials: C(C1=CC=CC=C1)N(NC(C1=C(C=C(C(=C1)F)F)N)=O)CC1=CC=CC=C1 (2-Amino-4,5-difluorobenzoic acid, 2,2-dibenzylhydrazide), ClC(Cl)(OC(OC(Cl)(Cl)Cl)=O)Cl (triphosgene), C(=O)(O)[O-].[Na+] (NaHCO3). Solvent: C(Cl)Cl (methylene chloride). Reaction conditions: temperature 25 celsius, time 20 hour. The product is C(C1=CC=CC=C1)N(N1C(NC2=CC(=C(C=C2C1=O)F)F)=O)CC1=CC=CC=C1 (3-Dibenzylamino-6,7-difluoro-1H-quinazoline-2,4-dione). Yield: 198.7%. Reaction SMILES: [CH2:1]([N:8]([CH2:21][C:22]1[CH:27]=[CH:26][CH:25]=[CH:24][CH:23]=1)[NH:9][C:10](=[O:20])[C:11]1[CH:16]=[C:15]([F:17])[C:14]([F:18])=[CH:13][C:12]=1[NH2:19])[C:2]1[CH:7]=[CH:6][CH:5]=[CH:4][CH:3]=1.Cl[C:29](Cl)([O:31]C(=O)OC(Cl)(Cl)Cl)Cl.C([O-])(O)=O.[Na+]>C(Cl)Cl>[CH2:21]([N:8]([CH2:1][C:2]1[CH:3]=[CH:4][CH:5]=[CH:6][CH:7]=1)[N:9]1[C:10](=[O:20])[C:11]2[C:12](=[CH:13][C:14]([F:18])=[C:15]([F:17])[CH:16]=2)[NH:19][C:29]1=[O:31])[C:22]1[CH:27]=[CH:26][CH:25]=[CH:24][CH:23]=1 |f:2.3|. Procedure: 2-Amino-4,5-difluorobenzoic acid, 2,2-dibenzylhydrazide (Example 15) (0.81 g, 2.2 mmol) and triphosgene (0.33 g, 1.1 mmol) are combined in 100 mL of methylene chloride and stirred at 25° C. for 20 hours. The solution is poured into 200 mL of saturated NaHCO3, the layers are separated, and the aqueous layer is washed three times with ethyl acetate. The combined organic layers are dried over magnesium sulfate and then concentrated to give 0.86 g of the title compound as a solid. MS CI: m/z 394 (MH... The reactants are COC1=CC=C(C=C1)C1=NC(SC1C1=CC=C(C=C1)OC)=S (4,5-bis-(p-methoxyphenyl)-thiazoline-2-thione), COC(CBr)OC (bromoacetaldehyde-dimethylacetal). Solvent: [OH-].[Na+] (sodium hydroxide). Product: COC(CSC=1SC(=C(N1)C1=CC=C(C=C1)OC)C1=CC=C(C=C1)OC)OC (2-[4,5-bis-(p-methoxyphenyl)-thiazol-2-ylthio]-acetaldehyde-dimethylacetal). As a reaction SMILES: [CH3:1][O:2][C:3]1[CH:8]=[CH:7][C:6]([C:9]2[CH:13]([C:14]3[CH:19]=[CH:18][C:17]([O:20][CH3:21])=[CH:16][CH:15]=3)[S:12][C:11](=[S:22])[N:10]=2)=[CH:5][CH:4]=1.[CH3:23][O:24][CH:25]([O:28][CH3:29])[CH2:26]Br>[OH-].[Na+]>[CH3:23][O:24][CH:25]([O:28][CH3:29])[CH2:26][S:22][C:11]1[S:12][C:13]([C:14]2[CH:19]=[CH:18][C:17]([O:20][CH3:21])=[CH:16][CH:15]=2)=[C:9]([C:6]2[CH:7]=[CH:8][C:3]([O:2][CH3:1])=[CH:4][CH:5]=2)[N:10]=1 |f:2.3|. Procedure details: 15.0 g of 4,5-bis-(p-methoxyphenyl)-thiazoline-2-thione are dissolved in 50 ml of 2 N sodium hydroxide solution, 15.4 g of bromoacetaldehyde-dimethylacetal (2,2-dimethoxy-1-bromoethane) are added under nitrogen and the mixture is heated to 80° while stirring. The mixture is stirred at 80° for 2.5 hours, cooled to room temperature, extracted by shaking with 100 ml of toluene, the organic layer is removed and the aqueous phase is subsequently shaken with 50 ml of toluene. The organic phases are co...